From a dataset of the Open Reaction Database (ORD), a public repository of structured organic reaction records. describe an organic reaction: reactants, conditions, products, and yield Run at time 2 hour. Product: BrC=1C=C(C(=C(C1)C(=O)C1=CC=CC=C1)Cl)O ((5-Bromo-2-chloro-3-hydroxyphenyl)(phenyl)methanone). As a reaction SMILES: [Br:1][C:2]1[CH:3]=[C:4]([O:12]C)[C:5]([Cl:11])=[C:6]([CH:10]=1)[C:7]([OH:9])=O.[C:14](Cl)(=O)[C:15](Cl)=O.CN(C=O)C.[Al+3].[Cl-].[Cl-].[Cl-]>C(Cl)Cl>[Br:1][C:2]1[CH:3]=[C:4]([OH:12])[C:5]([Cl:11])=[C:6]([C:7]([C:15]2[CH:14]=[CH:6][CH:10]=[CH:2][CH:3]=2)=[O:9])[CH:10]=1 |f:3.4.5.6|. Solvent: C(Cl)Cl (CH2Cl2). The yield is 208.2%. Procedure details: To a suspension of compound 56 (6.0 g, 22.6 mmol) in CH2Cl2 (100 mL) were added oxalyl chloride (2.4 mL, 27.1 mmol) and catalytic amounts of DMF at room temperature. The mixture was stirred at room temperature for 2 hours. The mixture was evaporated in vacuo and dried under high vacuum. The crude acid chloride was dissolved with benzene (100 mL) and cooled to 0° C. To the reaction mixture was added AlCl3 (6.9 g, 52.0 mmol) portionwise at 0° C. The mixture was stirred at 90° C. for 15 hours. The ... Starting materials: [Al+3].[Cl-].[Cl-].[Cl-] (AlCl3), C(C(=O)Cl)(=O)Cl (oxalyl chloride), CN(C)C=O (DMF), BrC=1C=C(C(=C(C(=O)O)C1)Cl)OC (5-Bromo-2-chloro-3-methoxybenzoic acid). Reactants: CON=C1CN(c2c(F)cc3c(=O)c(C(=O)O)cn(C4CC4)c3c2F)CC12CN(C(=O)OC(C)(C)C)C2, CCOCC, ClCCl, O=C(O)C(F)(F)F. Product: CON=C1CN(c2c(F)cc3c(=O)c(C(=O)O)cn(C4CC4)c3c2F)CC12CNC2. As a reaction SMILES: [C:1]([O:2][C:3](=[O:4])[N:8]1[CH2:9][C:10]2([CH2:11]1)[CH2:12][N:13]([c:19]1[c:20]([F:37])[cH:21][c:22]3[c:23](=[O:36])[c:24]([C:33](=[O:34])[OH:35])[cH:25][n:26]([CH:30]4[CH2:31][CH2:32]4)[c:27]3[c:28]1[F:29])[CH2:14][C:15]2=[N:16][O:17][CH3:18])([CH3:5])([CH3:6])[CH3:7].[CH2:45]([O:46][CH2:47][CH3:48])[CH3:49].[Cl:50][CH2:51][Cl:52].[OH:38][C:39]([C:40]([F:41])([F:42])[F:43])=[O:44]>>[NH:8]1[CH2:9][C:10]2([CH2:11]1)[CH2:12][N:13]([c:19]1[c:20]([F:37])[cH:21][c:22]3[c:23](=[O:36])[c:24]([C:33](=[O:34])[OH:35])[cH:25][n:26]([CH:30]4[CH2:31][CH2:32]4)[c:27]3[c:28]1[F:29])[CH2:14][C:15]2=[N:16][O:17][CH3:18]. Reactants: C1(=CC=CC=C1)C(C(C(=O)C1=CC=CC=C1)=CN(C)C)=O (1,3-diphenyl-2-[(dimethylamino)methylene]-1,3-propanedione), IC1=CC=C(N)C=C1 (4-iodoaniline). Solvent: CO (MeOH). Reaction conditions: time 8 hour. The product is C1(=CC=CC=C1)C(C(C(=O)C1=CC=CC=C1)=CNC1=CC=C(C=C1)I)=O (1,3-Diphenyl-2-[[(4-iodophenyl)amino]methylene]-1,3-propanedione). RXN SMILES: [C:1]1([C:7](=[O:21])[C:8](=[CH:17][N:18]([CH3:20])C)[C:9]([C:11]2[CH:16]=[CH:15][CH:14]=[CH:13][CH:12]=2)=[O:10])[CH:6]=[CH:5][CH:4]=[CH:3][CH:2]=1.[I:22][C:23]1[CH:29]=[CH:28]C(N)=[CH:25][CH:24]=1>CO>[C:1]1([C:7](=[O:21])[C:8](=[CH:17][NH:18][C:20]2[CH:28]=[CH:29][C:23]([I:22])=[CH:24][CH:25]=2)[C:9]([C:11]2[CH:16]=[CH:15][CH:14]=[CH:13][CH:12]=2)=[O:10])[CH:6]=[CH:5][CH:4]=[CH:3][CH:2]=1. Reported procedure: A solution of 1,3-diphenyl-2-[(dimethylamino)methylene]-1,3-propanedione (317 mg, 1.13 mmol) in 5.5 mL of MeOH was treated with solid 4-iodoaniline (245 mg, 1.12 mmol). The resulting solution was stirred at rt overnight. The resulting precipitate was isolated by filtration and washed with MeOH. The title compound was isolated as a light yellow solid.